From a dataset of the Open Reaction Database (ORD), a public repository of structured organic reaction records. describe an organic reaction: reactants, conditions, products, and yield Product: C1(CCCCC1)N(C(NC=1SC(=CN1)CN1CC(OCC1)C(=O)O)=O)C1CCCCC1 (4-[2-(3,3-Dicyclohexyl-ureido)-thiazol-5-ylmethyl]-morpholine-2-carboxylic acid). Reaction SMILES: [CH:1]1([N:7]([CH:18]2[CH2:23][CH2:22][CH2:21][CH2:20][CH2:19]2)[C:8]([NH:10][C:11]2[S:12][C:13]([CH:16]=O)=[CH:14][N:15]=2)=[O:9])[CH2:6][CH2:5][CH2:4][CH2:3][CH2:2]1.Cl.C([O:32][C:33]([CH:35]1[O:40][CH2:39][CH2:38][NH:37][CH2:36]1)=[O:34])C1C=CC=CC=1>>[CH:18]1([N:7]([CH:1]2[CH2:6][CH2:5][CH2:4][CH2:3][CH2:2]2)[C:8](=[O:9])[NH:10][C:11]2[S:12][C:13]([CH2:16][N:37]3[CH2:38][CH2:39][O:40][CH:35]([C:33]([OH:34])=[O:32])[CH2:36]3)=[CH:14][N:15]=2)[CH2:23][CH2:22][CH2:21][CH2:20][CH2:19]1 |f:1.2|. Reported procedure: Prepared 11 mg (58%) following the general procedures (P) and (F) using 1,1-dicyclohexyl-3-(5-formyl-thiazol-2-yl)-urea (70 mg. 0.21 mmol) and morpholine-2-carboxylic acid benzyl ester hydrochloride (77 mg, 0.30 mmol). The reactants are ( F ), C1(CCCCC1)N(C(=O)NC=1SC(=CN1)C=O)C1CCCCC1 (1,1-dicyclohexyl-3-(5-formyl-thiazol-2-yl)-urea), Cl.C(C1=CC=CC=C1)OC(=O)C1CNCCO1 (morpholine-2-carboxylic acid benzyl ester hydrochloride). The reactants are FC=1C=C(C=C(C1)C1(CCOCC1)OC)O (4-(5-fluoro-3-hydroxyphenyl)-4-methoxytetrahydropyran), BrCC1=CC2=CC=CC(=C2C=C1)C(F)(F)F (2-bromomethyl-5-trifluoromethylnaphthalene). Product: FC=1C=C(C=C(C1)C1(CCOCC1)OC)OCC1=CC2=CC=CC(=C2C=C1)C(F)(F)F (4-[5-fluoro-3-(5-trifluoromethylnaphth-2-ylmethoxy)phenyl]-4-methoxytetrahydropyran). Isolated yield 36.0%. As a reaction SMILES: [F:1][C:2]1[CH:3]=[C:4]([OH:16])[CH:5]=[C:6]([C:8]2([O:14][CH3:15])[CH2:13][CH2:12][O:11][CH2:10][CH2:9]2)[CH:7]=1.Br[CH2:18][C:19]1[CH:28]=[CH:27][C:26]2[C:21](=[CH:22][CH:23]=[CH:24][C:25]=2[C:29]([F:32])([F:31])[F:30])[CH:20]=1>>[F:1][C:2]1[CH:3]=[C:4]([O:16][CH2:18][C:19]2[CH:28]=[CH:27][C:26]3[C:21](=[CH:22][CH:23]=[CH:24][C:25]=3[C:29]([F:30])([F:31])[F:32])[CH:20]=2)[CH:5]=[C:6]([C:8]2([O:14][CH3:15])[CH2:9][CH2:10][O:11][CH2:12][CH2:13]2)[CH:7]=1. Procedure details: Using the procedure described in Example 5, 4-(5-fluoro-3-hydroxyphenyl)-4-methoxytetrahydropyran was reacted with 2-bromomethyl-5-trifluoromethylnaphthalene to give 4-[5-fluoro-3-(5-trifluoromethylnaphth-2-ylmethoxy)phenyl]-4-methoxytetrahydropyran in 36% yield, as an oil. The reactants are COC=1C(N(C(=CC1C(=O)O)C)C)=O (3-Methoxy-1,6-dimethyl-2-oxo-1,2-dihydropyridine-4-carboxylic acid), ON1C(CCC1=O)=O (N-hydroxysuccinimide), Cl.CN(CCCN=C=NCC)C (1-[3-(dimethylamino)propyl]-3-ethylcarbodiimide hydrochloride). Run in ClCCl (dichloromethane). Reaction conditions: time 15 hour. Yields the product O=C1N(C(CC1)=O)OC(=O)C1=C(C(N(C(=C1)C)C)=O)OC (3-Methoxy-1,6-dimethyl-2-oxo-1,2-dihydropyridine-4-carboxylic acid 2,5-dioxopyrrolidin-1-yl ester). Yield: 97.8%. As a reaction SMILES: [CH3:1][O:2][C:3]1[C:4](=[O:14])[N:5]([CH3:13])[C:6]([CH3:12])=[CH:7][C:8]=1[C:9]([OH:11])=[O:10].O[N:16]1[C:20](=[O:21])[CH2:19][CH2:18][C:17]1=[O:22].Cl.CN(C)CCCN=C=NCC>ClCCl>[O:22]=[C:17]1[CH2:18][CH2:19][C:20](=[O:21])[N:16]1[O:10][C:9]([C:8]1[CH:7]=[C:6]([CH3:12])[N:5]([CH3:13])[C:4](=[O:14])[C:3]=1[O:2][CH3:1])=[O:11] |f:2.3|. Reported procedure: To a solution of 5 (5.36 g, 27.2 mmol) in dichloromethane (500 mL) was added N-hydroxysuccinimide (4.23 g, 36.7 mmol) and 1-[3-(dimethylamino)propyl]-3-ethylcarbodiimide hydrochloride (6.89 g, 35.9 mmol), and the resulting reaction mixture was stirred under dinitrogen for 15 h. The reaction mixture was washed twice with a 0.01 N HCl solution (150 mL), dried over sodium sulfate, and concentrated under reduced pressure. Purification was performed using silica gel chromatography (1:49 methanol/dich... Starting materials: ClCCl, COC(=O)COc1cc(C)ccc1CO, O=S(Cl)Cl, c1ccncc1. The product is COC(=O)COc1cc(C)ccc1CCl. RXN SMILES: [CH2:26]([Cl:27])[Cl:28].[OH:1][CH2:2][c:3]1[c:4]([O:5][CH2:6][C:7](=[O:8])[O:9][CH3:10])[cH:11][c:12]([CH3:15])[cH:13][cH:14]1.[S:16]([Cl:17])([Cl:18])=[O:19].[cH:20]1[cH:21][cH:22][n:23][cH:24][cH:25]1>>[CH2:2]([c:3]1[c:4]([O:5][CH2:6][C:7](=[O:8])[O:9][CH3:10])[cH:11][c:12]([CH3:15])[cH:13][cH:14]1)[Cl:18].